This data is from the Open Reaction Database (ORD), a public repository of structured organic reaction records. The task is: describe an organic reaction: reactants, conditions, products, and yield The reactants are CC1(C)COC(C(C)(C)c2ccc(Br)cc2)=N1, [Li]CCCC, C1CCOC1, O=C(Cl)CCCCl. Product: CC1(C)COC(C(C)(C)c2ccc(C(=O)CCCCl)cc2)=N1. RXN SMILES: [Br:1][c:2]1[cH:3][cH:4][c:5]([C:8]([C:9]2=[N:13][C:12]([CH3:14])([CH3:15])[CH2:11][O:10]2)([CH3:16])[CH3:17])[cH:6][cH:7]1.[CH2:18]([Li:19])[CH2:20][CH2:21][CH3:22].[CH2:30]1[O:31][CH2:32][CH2:33][CH2:34]1.[Cl:23][CH2:24][CH2:25][CH2:26][C:27](=[O:28])[Cl:29]>>[c:2]1([C:27]([CH2:26][CH2:25][CH2:24][Cl:23])=[O:28])[cH:3][cH:4][c:5]([C:8]([C:9]2=[N:13][C:12]([CH3:14])([CH3:15])[CH2:11][O:10]2)([CH3:16])[CH3:17])[cH:6][cH:7]1. Starting materials: COC(=O)Cl, CCN(C(C)C)C(C)C, ClCCl, COC(=O)C1CCNC(Cc2cccc(C(F)(F)F)c2)C1. Product: COC(=O)C1CCN(C(=O)OC)C(Cc2cccc(C(F)(F)F)c2)C1. As a reaction SMILES: [C:31]([O:32][CH3:33])(=[O:34])[Cl:35].[CH:22]([N:23]([CH2:24][CH3:25])[CH:26]([CH3:27])[CH3:28])([CH3:29])[CH3:30].[Cl:36][CH2:37][Cl:38].[F:1][C:2]([c:3]1[cH:4][c:5]([CH2:6][CH:7]2[NH:8][CH2:9][CH2:10][CH:11]([C:13](=[O:14])[O:15][CH3:16])[CH2:12]2)[cH:17][cH:18][cH:19]1)([F:20])[F:21]>>[F:1][C:2]([c:3]1[cH:4][c:5]([CH2:6][CH:7]2[N:8]([C:31]([O:32][CH3:33])=[O:34])[CH2:9][CH2:10][CH:11]([C:13](=[O:14])[O:15][CH3:16])[CH2:12]2)[cH:17][cH:18][cH:19]1)([F:20])[F:21]. The reactants are C(#N)C1=C(C=CC(=C1)C)C1=CC(=CC(=C1)C(NCC=1C=NC(=CC1)C)=O)C(=O)O (2′-cyano-4′-methyl-5-((6-methylpyridin-3-yl)methylcarbamoyl)biphenyl-3-carboxylic acid), Cl.CN(CCCN=C=NCC)C (N-(3-dimethylaminopropyl)-N′-ethylcarbodiimide hydrochloride), O.ON1N=NC2=C1C=CC=C2 (1-hydroxybenzotriazole hydrate), C(C)(C)N(C(C)C)CC (N,N-diisopropylethylamine), Cl.OC1CNC1 (3-hydroxyazetidine hydrochloride). Solvent: C(Cl)Cl (methylene chloride). Run at time 8 hour. The product is C(#N)C1=C(C=CC(=C1)C)C1=CC(=CC(=C1)C(=O)N1CC(C1)O)C(=O)NCC=1C=NC(=CC1)C (2′-Cyano-5-(3-hydroxyazetidine-1-carbonyl)-4′-methyl-N-((6-methylpyridin-3-yl)methyl)biphenyl-3-carboxamide). RXN SMILES: [C:1]([C:3]1[CH:8]=[C:7]([CH3:9])[CH:6]=[CH:5][C:4]=1[C:10]1[CH:15]=[C:14]([C:16](=[O:26])[NH:17][CH2:18][C:19]2[CH:20]=[N:21][C:22]([CH3:25])=[CH:23][CH:24]=2)[CH:13]=[C:12]([C:27](O)=[O:28])[CH:11]=1)#[N:2].Cl.CN(C)CCCN=C=NCC.O.ON1C2C=CC=CC=2N=N1.C(N(CC)C(C)C)(C)C.Cl.[OH:63][CH:64]1[CH2:67][NH:66][CH2:65]1>C(Cl)Cl>[C:1]([C:3]1[CH:8]=[C:7]([CH3:9])[CH:6]=[CH:5][C:4]=1[C:10]1[CH:11]=[C:12]([C:27]([N:66]2[CH2:67][CH:64]([OH:63])[CH2:65]2)=[O:28])[CH:13]=[C:14]([C:16]([NH:17][CH2:18][C:19]2[CH:20]=[N:21][C:22]([CH3:25])=[CH:23][CH:24]=2)=[O:26])[CH:15]=1)#[N:2] |f:1.2,3.4,6.7|. Procedure: A round-bottom flask was charged with 2′-cyano-4′-methyl-5-((6-methylpyridin-3-yl)methylcarbamoyl)biphenyl-3-carboxylic acid (80 mg, 0.24 mmol), N-(3-dimethylaminopropyl)-N′-ethylcarbodiimide hydrochloride (80 mg, 0.42 mmol), 1-hydroxybenzotriazole hydrate (64 mg, 0.42 mmol), N,N-diisopropylethylamine (110 mg, 0.83 mmol), methylene chloride (5 mL) and 3-hydroxyazetidine hydrochloride (45 mg, 0.42 mmol). The mixture was stirred at room temperature overnight and then concentrated. The residue was ... Starting materials: BrC=1C=C2C(=CNC(C2=CC1)=O)S(=O)(=O)N1CCN(CCC1)C(=O)OC(C)(C)C (tert-Butyl 4-[(6-bromo-1-oxo-1,2-dihydroisoquinolin-4-yl)sulfonyl]-1,4-diazepane-1-carboxylate), CS(=O)(=O)OCC1(CC1)CO[Si](C)(C)C(C)(C)C ([1-({[tert-butyl(dimethyl)silyl]oxy}methyl)cyclopropyl]methyl methanesulfonate), C([O-])([O-])=O.[Cs+].[Cs+] (cesium carbonate). Run in CN(C)C=O (DMF), O (water). The product is BrC=1C=C2C(=CN(C(C2=CC1)=O)CC1(CC1)CO[Si](C)(C)C(C)(C)C)S(=O)(=O)N1CCN(CCC1)C(=O)OC(C)(C)C (tert-butyl 4-[(6-bromo-2-{[1-({[tert-butyl(dimethyl)silyl]oxy}methyl)cyclopropyl]methyl}-1-oxo-1,2-dihydroisoquinolin-4-yl)sulfonyl]-1,4-diazepane-1-carboxylate). RXN SMILES: [Br:1][C:2]1[CH:3]=[C:4]2[C:9](=[CH:10][CH:11]=1)[C:8](=[O:12])[NH:7][CH:6]=[C:5]2[S:13]([N:16]1[CH2:22][CH2:21][CH2:20][N:19]([C:23]([O:25][C:26]([CH3:29])([CH3:28])[CH3:27])=[O:24])[CH2:18][CH2:17]1)(=[O:15])=[O:14].CS(O[CH2:35][C:36]1([CH2:39][O:40][Si:41]([C:44]([CH3:47])([CH3:46])[CH3:45])([CH3:43])[CH3:42])[CH2:38][CH2:37]1)(=O)=O.C(=O)([O-])[O-].[Cs+].[Cs+]>CN(C=O)C.O>[Br:1][C:2]1[CH:3]=[C:4]2[C:9](=[CH:10][CH:11]=1)[C:8](=[O:12])[N:7]([CH2:35][C:36]1([CH2:39][O:40][Si:41]([C:44]([CH3:47])([CH3:46])[CH3:45])([CH3:43])[CH3:42])[CH2:37][CH2:38]1)[CH:6]=[C:5]2[S:13]([N:16]1[CH2:22][CH2:21][CH2:20][N:19]([C:23]([O:25][C:26]([CH3:29])([CH3:28])[CH3:27])=[O:24])[CH2:18][CH2:17]1)(=[O:14])=[O:15] |f:2.3.4|. Reported procedure: tert-Butyl 4-[(6-bromo-1-oxo-1,2-dihydroisoquinolin-4-yl)sulfonyl]-1,4-diazepane-1-carboxylate (Example 46b, 0.40 g), [1-({[tert-butyl(dimethyl)silyl]oxy}methyl)cyclopropyl]methyl methanesulfonate (0.24 g) and cesium carbonate (0.536 g) were stirred together in DMF (20 mL) at 110° C. for 72 h under nitrogen, cooled to room temperature, diluted with water (100 mL) and extracted into ethyl acetate (3×20 mL). The combined organics were washed with saturated brine (3×20 mL), dried (MgSO4) filtered a... Reactants: C(C)OC(=O)C1(CCN(CC1)C1=NC=C(C=N1)Br)CC (1-(5-Bromo-pyrimidin-2-yl)-4-ethyl-piperidine-4-carboxylic acid ethyl ester), C([O-])([O-])=O.[Cs+].[Cs+] (cesium carbonate), C(C)NC(=O)NC=1SC2=C(N1)C=C(C=C2/C(=N/OC)/C)OS(=O)(=O)C(F)(F)F.C(C)C2(CCN(CC2)C2=NC=C(C=N2)C=2C=C(C1=C(N=C(S1)NC(NCC)=O)C2)/C(=N/OC)/C)C(=O)OCC (Ethyl 4-ethyl-1-[5-[2-(ethylcarbamoylamino)-7-[(E)-N-methoxy-C-methyl-carbonimidoyl]-1,3-benzothiazol-5-yl]pyrimidin-2-yl]piperidine-4-carboxylate [2-(ethylcarbamoylamino)-7-[(E)-N-methoxy-C-methyl-carbonimidoyl]-1,3-benzothiazol-5-yl]trifluoromethanesulfonate), B([O-])[O-] (boronate), B1(OCC(CO1)(C)C)B2OCC(CO2)(C)C (bis-(neopentyl glycolato)diboron), C(C)(=O)[O-].[K+] (potassium acetate). The reagents and catalysts are C1=CC=C(C=C1)P([C-]2C=CC=C2)C3=CC=CC=C3.C1=CC=C(C=C1)P([C-]2C=CC=C2)C3=CC=CC=C3.Cl[Pd]Cl.[Fe+2] (Pd(dppf)Cl2), C1=CC=C(C=C1)P([C-]2C=CC=C2)C3=CC=CC=C3.C1=CC=C(C=C1)P([C-]2C=CC=C2)C3=CC=CC=C3.Cl[Pd]Cl.[Fe+2] (Pd(dppf)Cl2). Solvent: CN(C)C=O (DMF). Reaction conditions: temperature 80 celsius. Yields the product C(C)NC(=O)NC=1SC2=C(N1)C=C(C=C2/C(=N/OC)/C)OS(=O)(=O)C(F)(F)F ([2-(Ethylcarbamoylamino)-7-[(E)-N-methoxy-C-methyl-carbonimidoyl]-1,3-benzothiazol-5-yl]trifluoromethanesulfonate). The yield is 32.0%. Reaction SMILES: [CH2:1]([NH:3][C:4]([NH:6][C:7]1[S:8][C:9]2[C:15](/[C:16](/[CH3:20])=[N:17]/[O:18][CH3:19])=[CH:14][C:13]([O:21][S:22]([C:25]([F:28])([F:27])[F:26])(=[O:24])=[O:23])=[CH:12][C:10]=2[N:11]=1)=[O:5])[CH3:2].C(C1(C(OCC)=O)CCN(C2N=CC(C3C=C(/C(/C)=N/OC)C4SC(NC(=O)NCC)=NC=4C=3)=CN=2)CC1)C.B1(B2OCC(C)(C)CO2)OCC(C)(C)CO1.C([O-])(=O)C.[K+].B([O-])[O-].C(OC(C1(CC)CCN(C2N=CC(Br)=CN=2)CC1)=O)C.C(=O)([O-])[O-].[Cs+].[Cs+]>C1C=CC(P(C2C=CC=CC=2)[C-]2C=CC=C2)=CC=1.C1C=CC(P(C2C=CC=CC=2)[C-]2C=CC=C2)=CC=1.Cl[Pd]Cl.[Fe+2].CN(C=O)C>[CH2:1]([NH:3][C:4]([NH:6][C:7]1[S:8][C:9]2[C:15](/[C:16](/[CH3:20])=[N:17]/[O:18][CH3:19])=[CH:14][C:13]([O:21][S:22]([C:25]([F:26])([F:27])[F:28])(=[O:23])=[O:24])=[CH:12][C:10]=2[N:11]=1)=[O:5])[CH3:2] |f:0.1,3.4,7.8.9,10.11.12.13|. Procedure: Ethyl 4-ethyl-1-[5-[2-(ethylcarbamoylamino)-7-[(E)-N-methoxy-C-methyl-carbonimidoyl]-1,3-benzothiazol-5-yl]pyrimidin-2-yl]piperidine-4-carboxylate [2-(ethylcarbamoylamino)-7-[(E)-N-methoxy-C-methyl-carbonimidoyl]-1,3-benzothiazol-5-yl]trifluoromethanesulfonate (220 mg, 0.5 mmol), bis-(neopentyl glycolato)diboron (226 mg, 1 mmol) and potassium acetate (147 mg, 1.5 mmol) were weighed into a Kymax tube. DMF (4 mL) was added and the mixture degassed by bubbling N2 through for 15 min. Pd(dppf)Cl2 (26... The reactants are FC(C(CC(=O)C=1OC=CC1)=O)(F)F (4,4,4-Trifluoro-1-(2-furyl)-1,3-butanedione), N(N)C1=C(C(=O)O)C=CC=C1 (2-hydrazinobenzoic acid). Run in C(C)(=O)O (acetic acid), CCOC(=O)C (EtOAc). The product is O1C(=CC=C1)C1=CC(=NN1C1=C(C(=O)O)C=CC=C1)C(F)(F)F (2-[5-(2-Furyl)-3-(trifluoromethyl)-1H-pyrazol-1-yl]benzoic acid). RXN SMILES: [F:1][C:2]([F:14])([F:13])[C:3](=O)[CH2:4][C:5]([C:7]1[O:8][CH:9]=[CH:10][CH:11]=1)=O.[NH:15]([C:17]1[CH:25]=[CH:24][CH:23]=[CH:22][C:18]=1[C:19]([OH:21])=[O:20])[NH2:16]>C(O)(=O)C.CCOC(C)=O>[O:8]1[CH:9]=[CH:10][CH:11]=[C:7]1[C:5]1[N:15]([C:17]2[CH:25]=[CH:24][CH:23]=[CH:22][C:18]=2[C:19]([OH:21])=[O:20])[N:16]=[C:3]([C:2]([F:14])([F:13])[F:1])[CH:4]=1. Reported procedure: 4,4,4-Trifluoro-1-(2-furyl)-1,3-butanedione (2.4 mL, 16 mmol) was added to 2-hydrazinobenzoic acid (3.01 g, 16 mmol) in acetic acid (20 mL) and heated at reflux for 25 h. The reaction was cooled, diluted with EtOAc, and extracted twice with water. The organic layer was dried over Na2SO4, filtered, and evaporated to yield a thick red paste (5.71 g, >100%). 1H NMR (CDCl3) δ8.18 (dd, 1H, J=7.7, J′=1.8), 7.74 (td, 1H, J=7.7, J′=1.4), 7.65 (td, 1H, J=7.7, J′=1.5), 7.50 (dd, 1H, J=7.3, J′=1.1), 7.35 (...